Dataset: the Open Reaction Database (ORD), a public repository of structured organic reaction records. Task: describe an organic reaction: reactants, conditions, products, and yield Reactants: C(CC)OC1=C(C(=O)N)C=CC=C1 (2-n-propoxybenzamide), S(=O)(=O)(OC)OC (dimethyl sulfate). The solvent is ClCCCl (1,2-dichloroethane). Product: COS(=O)(=O)O.C(CC)OC1=C(C(OC)=N)C=CC=C1 (methyl 2-n-propoxybenzimidate methyl sulfate). Yield: 26.4%. RXN SMILES: [CH2:1]([O:4][C:5]1[CH:13]=[CH:12][CH:11]=[CH:10][C:6]=1[C:7]([NH2:9])=[O:8])[CH2:2][CH3:3].[S:14]([O:19]C)([O:17][CH3:18])(=[O:16])=[O:15]>ClCCCl>[CH3:18][O:17][S:14]([OH:19])(=[O:16])=[O:15].[CH2:1]([O:4][C:5]1[CH:13]=[CH:12][CH:11]=[CH:10][C:6]=1[C:7](=[NH:9])[O:8][CH3:18])[CH2:2][CH3:3] |f:3.4|. Procedure: To a warm, stirred solution of 2-n-propoxybenzamide (896 g., 5.0 moles) in 1,2-dichloroethane (5 l) was added dimethyl sulfate (950 ml., 10.0 moles) over a period of about 0.5 hour. The mixture was stirred and heated under reflux for 17 hours. The solvent was removed. The residual oily solid was collected by filtration, washed with ethyl acetate and dried to give methyl 2-n-propoxybenzimidate methyl sulfate (403 g.), m.p. 79°-82°. The combined filtrate and washings were stored at 0° for 18 hours...